From a dataset of the Open Reaction Database (ORD), a public repository of structured organic reaction records. describe an organic reaction: reactants, conditions, products, and yield The reactants are BrBr, CC(=O)O, C1CCOC1, CO, CC(=O)[O-], c1ncc2[nH]cnc2n1. The product is Brc1nc2ncncc2[nH]1. RXN SMILES: [Br:14][Br:15].[C:10]([OH:11])(=[O:12])[CH3:13].[CH2:18]1[O:19][CH2:20][CH2:21][CH2:22]1.[CH3:16][OH:17].[CH3:23][C:24](=[O:25])[O-:26].[n:1]1[cH:2][n:3][c:4]2[n:5][cH:6][nH:7][c:8]2[cH:9]1>>[n:1]1[cH:2][n:3][c:4]2[n:5][c:6]([Br:14])[nH:7][c:8]2[cH:9]1. Reactants: [OH-].[K+] (potassium hydroxide), N[C@H](CCC(O)=O)C(=O)O (H-D-Glu-OH), O(C(=O)OC(C)(C)C)C(=O)OC(C)(C)C (BOC2O). Run in O (water), O1CCOCC1 (dioxane). Yields the product N([C@H](CCC(O)=O)C(=O)O)C(=O)OC(C)(C)C (Boc-D-Glu-OH). Reaction SMILES: [NH2:1][C@@H:2]([C:8]([OH:10])=[O:9])[CH2:3][CH2:4][C:5](=[O:7])[OH:6].[OH-].[K+].[O:13](C(OC(C)(C)C)=O)[C:14]([O:16][C:17]([CH3:20])([CH3:19])[CH3:18])=O>O.O1CCOCC1>[NH:1]([C:14]([O:16][C:17]([CH3:20])([CH3:19])[CH3:18])=[O:13])[C@@H:2]([C:8]([OH:10])=[O:9])[CH2:3][CH2:4][C:5](=[O:6])[OH:7] |f:1.2|. Procedure: 14.7 g (0.1 Mol) of H-D-Glu-OH was dissolved in 200 ml of distilled water, and the pH was adjusted to 10.2 with 0.1M potassium hydroxide. 33.0 g (0.3 Mol) of BOC2O in dioxane was added with intensive mixing. The pH was controlled using pH-stat. After completion of the reaction, the mixture was transferred to a separating funnel, and extraction was carried out from the alkaline solution with ethyl acetate (3×150 ml). The pH of the aqueous phase was adjusted to 3.0 using 0.2% sulphuric acid, and B... The reactants are CCCCP(CCCC)CCCC, Oc1ccc(Cl)cc1, O=C(N=NC(=O)N1CCCCC1)N1CCCCC1, C1CCOC1, Cc1ccc(-c2cn3cc(-c4cccc(CO)c4)ccc3n2)cc1. The product is Cc1ccc(-c2cn3cc(-c4cccc(COc5ccc(Cl)cc5)c4)ccc3n2)cc1. As a reaction SMILES: [CH2:33]([P:34]([CH2:35][CH2:36][CH2:37][CH3:38])[CH2:39][CH2:40][CH2:41][CH3:42])[CH2:43][CH2:44][CH3:45].[Cl:25][c:26]1[cH:27][cH:28][c:29]([OH:32])[cH:30][cH:31]1.[N:46]([C:47]([N:48]1[CH2:49][CH2:50][CH2:51][CH2:52][CH2:53]1)=[O:54])=[N:55][C:56]([N:57]1[CH2:58][CH2:59][CH2:60][CH2:61][CH2:62]1)=[O:63].[O:64]1[CH2:65][CH2:66][CH2:67][CH2:68]1.[c:1]1([CH3:24])[cH:2][cH:3][c:4](-[c:7]2[n:8][c:9]3[n:10]([cH:11][c:12](-[c:15]4[cH:16][c:17]([CH2:21][OH:22])[cH:18][cH:19][cH:20]4)[cH:13][cH:14]3)[cH:23]2)[cH:5][cH:6]1>>[c:1]1([CH3:24])[cH:2][cH:3][c:4](-[c:7]2[n:8][c:9]3[n:10]([cH:11][c:12](-[c:15]4[cH:16][c:17]([CH2:21][O:22][c:29]5[cH:28][cH:27][c:26]([Cl:25])[cH:31][cH:30]5)[cH:18][cH:19][cH:20]4)[cH:13][cH:14]3)[cH:23]2)[cH:5][cH:6]1. The reactants are [BH3-]C#N, CO, CC(C)N1C(=O)N(C2CCNCC2)C2CCCCC21, [Cl-], [Cl-], [Na+], CCOC(=O)N1CCC(=O)CC1, [Zn+2]. The product is CCOC(=O)N1CCC(N2CCC(N3C(=O)N(C(C)C)C4CCCCC43)CC2)CC1. Reaction SMILES: [C:32]([BH3-:33])#[N:34].[CH3:36][OH:37].[CH:1]([CH3:2])([CH3:3])[N:4]1[C:5](=[O:19])[N:6]([CH:13]2[CH2:14][CH2:15][NH:16][CH2:17][CH2:18]2)[CH:7]2[CH:8]1[CH2:9][CH2:10][CH2:11][CH2:12]2.[Cl-:38].[Cl-:40].[Na+:35].[O:20]=[C:21]1[CH2:22][CH2:23][N:24]([C:27](=[O:28])[O:29][CH2:30][CH3:31])[CH2:25][CH2:26]1.[Zn+2:39]>>[CH:1]([CH3:2])([CH3:3])[N:4]1[C:5](=[O:19])[N:6]([CH:13]2[CH2:14][CH2:15][N:16]([CH:21]3[CH2:22][CH2:23][N:24]([C:27](=[O:28])[O:29][CH2:30][CH3:31])[CH2:25][CH2:26]3)[CH2:17][CH2:18]2)[CH:7]2[CH:8]1[CH2:9][CH2:10][CH2:11][CH2:12]2. The reactants are OO (hydrogen peroxide), O (water), [OH-].[Na+] (sodium hydroxide), C(#N)C1=C(C(=NN1CCC)C)NC(C)=O (N-(5-cyano-3-methyl-1-n-propylpyrazol-4-yl)acetamide). Run in C(C)(=O)O (acetic acid). Run at temperature 80 celsius. Yields the product CC1=NN(C2=C1N=C(N=C2O)C)CCC (3,5-dimethyl-1-n-propyl-1H-pyrazolo[4,3-d]pyrimidin-7-ol). The yield is 66.0%. Reaction SMILES: [C:1]([C:3]1[N:7]([CH2:8][CH2:9][CH3:10])[N:6]=[C:5]([CH3:11])[C:4]=1[NH:12][C:13](=O)[CH3:14])#[N:2].[OH:16]O.O.[OH-].[Na+]>C(O)(=O)C>[CH3:11][C:5]1[C:4]2[N:12]=[C:13]([CH3:14])[N:2]=[C:1]([OH:16])[C:3]=2[N:7]([CH2:8][CH2:9][CH3:10])[N:6]=1 |f:3.4|. Reported procedure: The above acetamide (16 g, 0.085 mol) is added in portions with stirring at 80° C. to a solution prepared by adding 24 ml of 30% hydrogen peroxide to 200 ml water containing 6 g (0.015 mol) of sodium hydroxide. After stirring at 80° C. for five hours, the mixture is cooled, acidified with acetic acid, and filtered to give 11.6 g (66%) of the title compound, mp 196°-198° C. Reactants: CCOC(=O)c1nc(-c2ccc(Cl)cc2Cl)c(-c2ccc(Br)cc2)s1, CO, Cl, [K+], [OH-], O. Yields the product O=C(O)c1nc(-c2ccc(Cl)cc2Cl)c(-c2ccc(Br)cc2)s1. RXN SMILES: [Br:1][c:2]1[cH:3][cH:4][c:5](-[c:8]2[c:9](-[c:18]3[c:19]([Cl:25])[cH:20][c:21]([Cl:24])[cH:22][cH:23]3)[n:10][c:11]([C:13](=[O:14])[O:15][CH2:16][CH3:17])[s:12]2)[cH:6][cH:7]1.[CH3:29][OH:30].[ClH:28].[K+:27].[OH-:26].[OH2:31]>>[Br:1][c:2]1[cH:3][cH:4][c:5](-[c:8]2[c:9](-[c:18]3[c:19]([Cl:25])[cH:20][c:21]([Cl:24])[cH:22][cH:23]3)[n:10][c:11]([C:13](=[O:14])[OH:15])[s:12]2)[cH:6][cH:7]1. Reactants: COC1=CC=C(C=C1)C1=C2CC(NC2=CC=C1)=O (4-(4-methoxy-phenyl)-1,3-dihydro-indol-2-one), N1(N=NC=C1)CCNC(=O)C1=C(NC(=C1C)C=O)C (5-formyl-2,4-dimethyl-1H-pyrrole-3-carboxylic acid (2-[1,2,3]triazol-1-yl-ethyl)amide). Reagents/catalysts: N1CCCCC1 (piperidine). Solvent: C(C)O (ethanol). Reaction conditions: time 3 day. Product: N1(N=NC=C1)CCNC(=O)C1=C(NC(=C1C)C=C1C(NC2=CC=CC(=C12)C1=CC=C(C=C1)OC)=O)C (5-[4-(4-methoxy-phenyl)-2-oxo-1,2-dihydro-indol-3-ylidenemethyl]-2,4-dimethyl-1H-pyrrole-3-carboxylic acid (2-[1,2,3]triazol-1-yl-ethyl)-amide). Isolated yield 44.8%. As a reaction SMILES: [CH3:1][O:2][C:3]1[CH:8]=[CH:7][C:6]([C:9]2[CH:17]=[CH:16][CH:15]=[C:14]3[C:10]=2[CH2:11][C:12](=[O:18])[NH:13]3)=[CH:5][CH:4]=1.[N:19]1([CH2:24][CH2:25][NH:26][C:27]([C:29]2[C:33]([CH3:34])=[C:32]([CH:35]=O)[NH:31][C:30]=2[CH3:37])=[O:28])[CH:23]=[CH:22][N:21]=[N:20]1>C(O)C.N1CCCCC1>[N:19]1([CH2:24][CH2:25][NH:26][C:27]([C:29]2[C:33]([CH3:34])=[C:32]([CH:35]=[C:11]3[C:10]4[C:14](=[CH:15][CH:16]=[CH:17][C:9]=4[C:6]4[CH:7]=[CH:8][C:3]([O:2][CH3:1])=[CH:4][CH:5]=4)[NH:13][C:12]3=[O:18])[NH:31][C:30]=2[CH3:37])=[O:28])[CH:23]=[CH:22][N:21]=[N:20]1. Procedure: To a solution of 4-(4-methoxy-phenyl)-1,3-dihydro-indol-2-one (59.8 mg, 0.25 mmol) and 5-formyl-2,4-dimethyl-1H-pyrrole-3-carboxylic acid (2-[1,2,3]triazol-1-yl-ethyl)amide (67.9 mg, 0.25 mmol) in ethanol (2 mL) was added piperidine (3 drops). The reaction mixture was stirred at room temperature for three days. A yellow solid product was precipitated out, filtered, washed by ethanol for three times, and dried under high vacuum to provide pure product 5-[4-(4-methoxy-phenyl)-2-oxo-1,2-dihydro-ind... Starting materials: CCN(CC(=O)O)c1ccc(OC)cc1, C1CCOC1, Cl, [Li+], [OH-], O, O. Yields the product COc1ccc(NCC(=O)O)cc1. RXN SMILES: [CH2:1]([CH3:2])[N:3]([CH2:4][C:5](=[O:6])[OH:7])[c:8]1[cH:9][cH:10][c:11]([O:14][CH3:15])[cH:12][cH:13]1.[CH2:20]1[O:21][CH2:22][CH2:23][CH2:24]1.[ClH:19].[Li+:18].[OH-:17].[OH2:16].[OH2:25]>>[NH:3]([CH2:4][C:5](=[O:6])[OH:7])[c:8]1[cH:9][cH:10][c:11]([O:14][CH3:15])[cH:12][cH:13]1. Starting materials: COC(=O)C1C(=O)C(C)C2CCCN2C1=O, CC(=O)O, [Na+], O=C([O-])O. The product is CC1C(=O)CC(=O)N2CCCC12. As a reaction SMILES: [CH3:1][O:2][C:3](=[O:4])[CH:5]1[C:6](=[O:16])[N:7]2[CH2:8][CH2:9][CH2:10][CH:11]2[CH:12]([CH3:15])[C:13]1=[O:14].[CH3:22][C:23](=[O:24])[OH:25].[Na+:17].[OH:18][C:19](=[O:20])[O-:21]>>[CH2:5]1[C:6](=[O:16])[N:7]2[CH2:8][CH2:9][CH2:10][CH:11]2[CH:12]([CH3:15])[C:13]1=[O:14]. Reactants: Cl (HCl), BrC1=C(C=CC2=C1N(C(=N2)[C@H](C)NC2=C1N=CN(C1=NC=N2)C2OCCCC2)C2=CC=CC=C2)F ([(S)-1-(7-bromo-6-fluoro-1-phenyl-1H-benzoimidazol-2-yl)ethyl]-[9-(tetrahydropyran-2-yl)-9H-purin-6-yl]amine). Product: BrC1=C(C=CC2=C1N(C(=N2)[C@H](C)NC2=C1N=CNC1=NC=N2)C2=CC=CC=C2)F ([(S)-1-(7-Bromo-6-fluoro-1-phenyl-1H-benzoimidazol-2-yl)-ethyl]-(9H-purin-6-yl)-amine). Reported procedure: 4N HCl in dioxane (0.5 mL) was added to a solution of [(S)-1-(7-bromo-6-fluoro-1-phenyl-1H-benzoimidazol-2-yl)ethyl]-[9-(tetrahydropyran-2-yl)-9H-purin-6-yl]amine (128 mg, 0.24 mmol) in MeOH (3 mL) and the mixture stirred at RT for 30 min. The volatiles were removed in vacuo and the resulting residue purified by HPLC (Phenomenex Gemini 5 μm C18 on a 25 min gradient 10-90% 0.1% HCO2H in acetonitrile/water) to afford 178 (88 mg, 81%). LCMS (Method K): RT 3.82 min [M+H]+ 451.9/453.8. 1H NMR (DMSO-d... Yield: 81.1%. Conditions: time 30 minute. RXN SMILES: Cl.[Br:2][C:3]1[C:8]2[N:9]([C:30]3[CH:35]=[CH:34][CH:33]=[CH:32][CH:31]=3)[C:10]([C@@H:12]([NH:14][C:15]3[N:23]=[CH:22][N:21]=[C:20]4[C:16]=3[N:17]=[CH:18][N:19]4C3CCCCO3)[CH3:13])=[N:11][C:7]=2[CH:6]=[CH:5][C:4]=1[F:36]>O1CCOCC1.CO>[Br:2][C:3]1[C:8]2[N:9]([C:30]3[CH:31]=[CH:32][CH:33]=[CH:34][CH:35]=3)[C:10]([C@@H:12]([NH:14][C:15]3[N:23]=[CH:22][N:21]=[C:20]4[C:16]=3[N:17]=[CH:18][NH:19]4)[CH3:13])=[N:11][C:7]=2[CH:6]=[CH:5][C:4]=1[F:36]. The solvent is O1CCOCC1 (dioxane), CO (MeOH).